This data is from the Open Reaction Database (ORD), a public repository of structured organic reaction records. The task is: describe an organic reaction: reactants, conditions, products, and yield RXN SMILES: [CH2:1]([CH3:2])[O:3][c:4]1[c:5]([CH3:13])[n:6][c:7]([N+:10]([O-:11])=[O:12])[cH:8][cH:9]1.[CH3:14][CH2:15][OH:16].[Pd:17]>>[CH2:1]([CH3:2])[O:3][c:4]1[c:5]([CH3:13])[n:6][c:7]([NH2:10])[cH:8][cH:9]1. Reactants: CCOc1ccc([N+](=O)[O-])nc1C, CCO, [Pd]. The product is CCOc1ccc(N)nc1C. Starting materials: CO, [K+], [OH-], O, COC(=O)c1cc(C(C)C)c(OC)cc1O. As a reaction SMILES: [CH3:19][OH:20].[K+:2].[OH-:1].[OH2:21].[OH:3][c:4]1[c:5]([C:6](=[O:7])[O:8][CH3:9])[cH:10][c:11]([CH:16]([CH3:17])[CH3:18])[c:12]([O:14][CH3:15])[cH:13]1>>[OH:3][c:4]1[c:5]([C:6](=[O:7])[OH:8])[cH:10][c:11]([CH:16]([CH3:17])[CH3:18])[c:12]([O:14][CH3:15])[cH:13]1. Yields the product COc1cc(O)c(C(=O)O)cc1C(C)C. Starting materials: CCCN1CC=C(c2ccc(N)c(C(F)(F)F)c2)CC1, CO. Product: CCCN1CCC(c2ccc(N)c(C(F)(F)F)c2)CC1. Reaction SMILES: [CH2:1]([CH2:2][CH3:3])[N:4]1[CH2:5][CH2:6][C:7]([c:10]2[cH:11][c:12]([C:17]([F:18])([F:19])[F:20])[c:13]([NH2:16])[cH:14][cH:15]2)=[CH:8][CH2:9]1.[CH3:21][OH:22]>>[CH2:1]([CH2:2][CH3:3])[N:4]1[CH2:5][CH2:6][CH:7]([c:10]2[cH:11][c:12]([C:17]([F:18])([F:19])[F:20])[c:13]([NH2:16])[cH:14][cH:15]2)[CH2:8][CH2:9]1. The reactants are aqueous solution, [OH-].[K+] (potassium hydroxide), CC1=C(C=CC=2C3=CC=CC=C3NC12)C(=O)OCC (ethyl 1-methylcarbazole-2-carboxylate), aqueous solution, Cl (hydrochloric acid). The solvent is C(C)O (ethanol). Run at time 2 hour. The product is CC1=C(C=CC=2C3=CC=CC=C3NC12)C(=O)O (1-Methylcarbazole-2-carboxylic acid). Yield: 91.1%. Reaction SMILES: [OH-].[K+].[CH3:3][C:4]1[C:16]2[NH:15][C:14]3[C:9](=[CH:10][CH:11]=[CH:12][CH:13]=3)[C:8]=2[CH:7]=[CH:6][C:5]=1[C:17]([O:19]CC)=[O:18].Cl>C(O)C>[CH3:3][C:4]1[C:16]2[NH:15][C:14]3[C:9](=[CH:10][CH:11]=[CH:12][CH:13]=3)[C:8]=2[CH:7]=[CH:6][C:5]=1[C:17]([OH:19])=[O:18] |f:0.1|. Reported procedure: 4 ml of ethanol and 4 ml of a 2N aqueous solution of potassium hydroxide were added to 100 mg of ethyl 1-methylcarbazole-2-carboxylate (obtained according to the procedures described in C. J. Moody and K. F. Rahimtoola, J. Chem. Soc. Parkin. Trans. I, 673 (1990)]. The reaction mixture was stirred for 2 hours at room temperature, and then acidified by the addition of a 1N aqueous solution of hydrochloric acid, after which it was concentrated by evaporation under reduced pressure. Ethyl acetate wa... The reactants are COCCN1N=C2C(=NC=3C=CC=CC3C2=C1)N (2-(2-Methoxyethyl)-2H-pyrazolo[3,4-c]quinolin-4-amine), B(Br)(Br)Br (boron tribromide). Product: NC1=NC=2C=CC=CC2C=2C1=NN(C2)CCO (2-(4-amino-2H-pyrazolo[3,4-c]quinolin-2-yl)ethanol). RXN SMILES: C[O:2][CH2:3][CH2:4][N:5]1[CH:17]=[C:16]2[C:7]([C:8]([NH2:18])=[N:9][C:10]3[CH:11]=[CH:12][CH:13]=[CH:14][C:15]=32)=[N:6]1.B(Br)(Br)Br>>[NH2:18][C:8]1[C:7]2=[N:6][N:5]([CH2:4][CH2:3][OH:2])[CH:17]=[C:16]2[C:15]2[CH:14]=[CH:13][CH:12]=[CH:11][C:10]=2[N:9]=1. Procedure: 2-(2-Methoxyethyl)-2H-pyrazolo[3,4-c]quinolin-4-amine was treated with boron tribromide to give 2-(4-amino-2H-pyrazolo[3,4-c]quinolin-2-yl)ethanol. Yields the product CON(C(C)=O)C1(CCC(C)C)C(=O)C(C2=NS(=O)(=O)c3cc(NC(=O)OC(C)(C)C)ccc3N2)=C(O)c2ccccc21. Starting materials: CC(=O)OC(C)=O, CONC1(CCC(C)C)C(=O)C(C2=NS(=O)(=O)c3cc(NC(=O)OC(C)(C)C)ccc3N2)=C(O)c2ccccc21, c1ccncc1. Reaction SMILES: [CH3:41][C:42](=[O:43])[O:44][C:45](=[O:46])[CH3:47].[OH:1][C:2]1=[C:3]([C:21]2=[N:22][S:23](=[O:39])(=[O:40])[c:24]3[c:25]([cH:27][cH:28][c:29]([NH:31][C:32]([O:33][C:34]([CH3:35])([CH3:36])[CH3:37])=[O:38])[cH:30]3)[NH:26]2)[C:4](=[O:20])[C:5]([CH2:12][CH2:13][CH:14]([CH3:15])[CH3:16])([NH:17][O:18][CH3:19])[c:6]2[cH:7][cH:8][cH:9][cH:10][c:11]21.[cH:48]1[cH:49][cH:50][n:51][cH:52][cH:53]1>>[OH:1][C:2]1=[C:3]([C:21]2=[N:22][S:23](=[O:39])(=[O:40])[c:24]3[c:25]([cH:27][cH:28][c:29]([NH:31][C:32]([O:33][C:34]([CH3:35])([CH3:36])[CH3:37])=[O:38])[cH:30]3)[NH:26]2)[C:4](=[O:20])[C:5]([CH2:12][CH2:13][CH:14]([CH3:15])[CH3:16])([N:17]([O:18][CH3:19])[C:42]([CH3:41])=[O:43])[c:6]2[cH:7][cH:8][cH:9][cH:10][c:11]21. The reactants are c1(ccccn1)Br, C1[C@@H](C[C@H]1Oc1nc(nc2c1ccn2COCC[Si](C)(C)C)Nc1cn(nc1)C)N(C)C(OC(C)(C)C)=O. The reagents and catalysts are c1ccc(cc1)-c2c3ccccc3cc4ccccc24 (9-Phenylanthracene), [Li+].C[Si](C)(C)[N-][Si](C)(C)C (LiHMDS), c1(c2c(P(c3ccccc3)c3ccccc3)ccc3c2cccc3)c(P(c2ccccc2)c2ccccc2)ccc2c1cccc2 (BINAP), C(O[Pd]OC(C)=O)(C)=O (Pd(OAc)2). Run in CC1=CC=CC=C1 (Toluene). Run at temperature 90 celsius, time 18 hour. Yields the product CN([C@@H]1C[C@H](C1)Oc2nc(nc3c2ccn3COCC[Si](C)(C)C)N(c4cnn(C)c4)c5ccccn5)C(=O)OC(C)(C)C. Reaction SMILES: [CH3:1][N:2]([C:32]([O:34][C:35]([CH3:38])([CH3:37])[CH3:36])=[O:33])[C@H:3]1[CH2:6][C@H:5]([O:7][c:8]2[c:20]3[c:19]([n:23]([CH2:24][O:25][CH2:26][CH2:27][Si:28]([CH3:31])([CH3:30])[CH3:29])[cH:22][cH:21]3)[n:18][c:10]([NH:11][c:12]4[cH:17][n:15]([CH3:16])[n:14][cH:13]4)[n:9]2)[CH2:4]1.Br[c:39]1[n:44][cH:43][cH:42][cH:41][cH:40]1>>[CH3:1][N:2]([C:32]([O:34][C:35]([CH3:38])([CH3:37])[CH3:36])=[O:33])[C@H:3]1[CH2:6][C@H:5]([O:7][c:8]2[c:20]3[c:19]([n:23]([CH2:24][O:25][CH2:26][CH2:27][Si:28]([CH3:31])([CH3:30])[CH3:29])[cH:22][cH:21]3)[n:18][c:10]([N:11]([c:39]4[n:44][cH:43][cH:42][cH:41][cH:40]4)[c:12]5[cH:17][n:15]([CH3:16])[n:14][cH:13]5)[n:9]2)[CH2:4]1. Reactants: [O-]C#N.[Na+] (sodium cyanate), NC=1C=C2CCC(NC2=CC1)=O (6-Amino-3,4-dihydrocarbostyril). Run in O (water), C(C)(=O)O (acetic acid), O (water). Product: N(C(=O)N)C=1C=C2CCC(NC2=CC1)=O (6-ureido-3,4-dihydrocarbostyril). Isolated yield 22.2%. RXN SMILES: [NH2:1][C:2]1[CH:3]=[C:4]2[C:9](=[CH:10][CH:11]=1)[NH:8][C:7](=[O:12])[CH2:6][CH2:5]2.[O-:13][C:14]#[N:15].[Na+]>C(O)(=O)C.O>[NH:1]([C:2]1[CH:3]=[C:4]2[C:9](=[CH:10][CH:11]=1)[NH:8][C:7](=[O:12])[CH2:6][CH2:5]2)[C:14]([NH2:15])=[O:13] |f:1.2|. Procedure details: 6-Amino-3,4-dihydrocarbostyril (1.6 g) is dissolved in a mixture of acetic acid (5 ml) and water (10 ml), and thereto is added dropwise a solution of sodium cyanate (1.3 g) in water (9 ml) with stirring at room temperature. The mixture is stirred at the same temperature for 1 hour. After the reaction, the resulting precipitate is separated by filtration, washed with water, purified by silica gel column chromatography (solvent; chloroform:methanol=50:1), and recrystallized from dimethylformamide-...